Dataset: the Open Reaction Database (ORD), a public repository of structured organic reaction records. Task: describe an organic reaction: reactants, conditions, products, and yield Starting materials: COC(=O)C1CCCC1 (cyclopentane carboxylic acid methyl ester), ClCC#N (chloroacetonitrile). The product is COC(=O)C1(CCCC1)CC#N (1-(Cyanomethyl)cyclopentane carboxylic acid methyl ester). Yield: 38.0%. As a reaction SMILES: [CH3:1][O:2][C:3]([CH:5]1[CH2:9][CH2:8][CH2:7][CH2:6]1)=[O:4].Cl[CH2:11][C:12]#[N:13]>>[CH3:1][O:2][C:3]([C:5]1([CH2:11][C:12]#[N:13])[CH2:9][CH2:8][CH2:7][CH2:6]1)=[O:4]. Procedure details: 1-(Cyanomethyl)cyclopentane carboxylic acid methyl ester was prepared from cyclopentane carboxylic acid methyl ester and chloroacetonitrile using the procedure described in example 7 to give a 38% yield. HR MS (C9H13NO2): Obs mass, Calcd mass, 167.0146 (M+). Starting materials: CC(C)(C)OC(=O)NC(CC(=O)N1CCc2ccc([N+](=O)[O-])cc2C1)Cc1ccccc1F, CO, [H][H], [OH-], [OH-], [Pd+2]. Product: CC(C)(C)OC(=O)NC(CC(=O)N1CCc2ccc(N)cc2C1)Cc1ccccc1F. RXN SMILES: [C:1]([CH3:2])([CH3:3])([CH3:4])[O:5][C:6](=[O:7])[NH:8][CH:9]([CH2:10][C:11](=[O:12])[N:13]1[CH2:14][c:15]2[cH:16][c:17]([N+:23]([O-:24])=[O:25])[cH:18][cH:19][c:20]2[CH2:21][CH2:22]1)[CH2:26][c:27]1[c:28]([F:33])[cH:29][cH:30][cH:31][cH:32]1.[CH3:36][OH:37].[H:34][H:35].[OH-:38].[OH-:40].[Pd+2:39]>>[C:1]([CH3:2])([CH3:3])([CH3:4])[O:5][C:6](=[O:7])[NH:8][CH:9]([CH2:10][C:11](=[O:12])[N:13]1[CH2:14][c:15]2[cH:16][c:17]([NH2:23])[cH:18][cH:19][c:20]2[CH2:21][CH2:22]1)[CH2:26][c:27]1[c:28]([F:33])[cH:29][cH:30][cH:31][cH:32]1. Starting materials: ice, [H-].[Na+] (NaH), ClC1=CC=C(CCO)C=C1 (4-chlorophenethyl alcohol), ClC1=NC=C(C=C1)[N+](=O)[O-] (2-chloro-5-nitropyridine). The solvent is CS(=O)C (DMSO), CS(=O)C (DMSO). Run at time 1 hour. Product: ClC1=CC=C(CCOC2=NC=C(C=C2)[N+](=O)[O-])C=C1 (2-(4-chlorophenethoxy)-5-nitropyridine). RXN SMILES: [H-].[Na+].[Cl:3][C:4]1[CH:12]=[CH:11][C:7]([CH2:8][CH2:9][OH:10])=[CH:6][CH:5]=1.Cl[C:14]1[CH:19]=[CH:18][C:17]([N+:20]([O-:22])=[O:21])=[CH:16][N:15]=1>CS(C)=O>[Cl:3][C:4]1[CH:12]=[CH:11][C:7]([CH2:8][CH2:9][O:10][C:14]2[CH:19]=[CH:18][C:17]([N+:20]([O-:22])=[O:21])=[CH:16][N:15]=2)=[CH:6][CH:5]=1 |f:0.1|. Procedure: To a stirred mixture of NaH (0.77 g) and DMSO is slowly added 4-chlorophenethyl alcohol (5 g) in DMSO (20 ml) while maintaining the temperature at or below 32°. After gas evolution stops, 2-chloro-5-nitropyridine (4 g) is added in small portions while maintaining temperature below 25°. After stirring about 1 hour, the reaction is poured onto about 300 g ice and then filtered. The solid is dissolved in ether, washed with water, dried (sodium sulfate) and solvent evaporated to give 2-(4-chlorophen... Starting materials: COC(C)(C)C (methyltertbutylether), CC(C)C[C@@H](CC(=O)O)CN ((S)-pregabalin), COC=1C=CC2=C(C1)C(=CC=N2)[C@@H]([C@H]3CC4CCN3C[C@@H]4C=C)O.NC(=S)N (quinidine thiourea). The product is C(C(C)C)C1CC(=O)OC(C1)=O (3-isobutylglutaric anhydride), C1(CCCCC1)S (cyclohexane thiol), COC=1C=CC2=C(C1)C(=CC=N2)[C@@H]([C@H]3CC4CCN3C[C@@H]4C=C)O.NC(=S)N (quinidine thiourea), C1(CCCCC1)SC(=O)C[C@H](CC(=O)O)CC(C)C ((S)-3-cyclohexylsulfanylcarbonylmethyl-5-methyl-hexanoic acid). Reaction SMILES: [CH3:1][CH:2]([CH2:4][C@H:5]([CH2:10]N)[CH2:6][C:7]([OH:9])=[O:8])[CH3:3].[CH3:12][O:13][C:14]1[CH:15]=[CH:16][C:17]2[N:23]=[CH:22][CH:21]=[C:20]([C@H:24]([OH:35])[C@@H:25]3[N:30]4[CH2:31][C@H:32]([CH:33]=[CH2:34])[CH:27]([CH2:28][CH2:29]4)[CH2:26]3)[C:18]=2[CH:19]=1.[NH2:36][C:37]([NH2:39])=[S:38].C[O:41][C:42](C)(C)C>>[CH2:4]([CH:5]1[CH2:10][C:12](=[O:13])[O:9][C:7](=[O:8])[CH2:6]1)[CH:2]([CH3:3])[CH3:1].[CH:14]1([SH:38])[CH2:15][CH2:16][CH2:17][CH2:18][CH2:19]1.[CH3:12][O:13][C:14]1[CH:15]=[CH:16][C:17]2[N:23]=[CH:22][CH:21]=[C:20]([C@H:24]([OH:35])[C@@H:25]3[N:30]4[CH2:31][C@H:32]([CH:33]=[CH2:34])[CH:27]([CH2:28][CH2:29]4)[CH2:26]3)[C:18]=2[CH:19]=1.[NH2:36][C:37]([NH2:39])=[S:38].[CH:18]1([S:38][C:42]([CH2:10][C@@H:5]([CH2:4][CH:2]([CH3:3])[CH3:1])[CH2:6][C:7]([OH:9])=[O:8])=[O:41])[CH2:17][CH2:16][CH2:15][CH2:14][CH2:19]1 |f:1.2,6.7|. Reported procedure: FIG. 4 demonstrates a room temperature enantioselective synthesis of (S)-pregabalin in the presence of catalytic quantities of epimeric quinidine thiourea C2. Thiolysis of 3-isobutylglutaric anhydride with cyclohexane thiol in methyltertbutylether (MTBE), at room temperature (rt) in the presence of catalytic quantities of C2 affords (S)-3-cyclohexylsulfanylcarbonylmethyl-5-methyl-hexanoic acid in quantitative yield and in 92% ee (the ee increased to 94% when the reaction was carried out at 0° C....